This data is from the Open Reaction Database (ORD), a public repository of structured organic reaction records. The task is: describe an organic reaction: reactants, conditions, products, and yield The reactants are O=C1c2ccccc2C(=O)N1Cc1cc(Cl)cc(Br)c1, CCO, NN, O. The product is NCc1cc(Cl)cc(Br)c1. RXN SMILES: [Br:1][c:2]1[cH:3][c:4]([CH2:5][N:6]2[C:7](=[O:8])[c:9]3[c:10]([cH:11][cH:12][cH:13][cH:14]3)[C:15]2=[O:16])[cH:17][c:18]([Cl:20])[cH:19]1.[CH3:24][CH2:25][OH:26].[NH2:22][NH2:23].[OH2:21]>>[Br:1][c:2]1[cH:3][c:4]([CH2:5][NH2:6])[cH:17][c:18]([Cl:20])[cH:19]1. Reactants: FC=1C(=C(C=C(C1F)F)C(C)=O)O (1-(3,4,5-trifluoro-2-hydroxyphenyl)ethanone), N1CCOCC1 (morpholine), [S] (sulfur), Cl (hydrochloric acid), C(C)(=O)O (acetic acid). Reagents/catalysts: O.C1(=CC=C(C=C1)S(=O)(=O)O)C (p-toluenesulfonic acid monohydrate). Conditions: temperature 120 celsius, time 5 hour. Yields the product FC=1C(=C(C=C(C1F)F)CC(=O)O)O ((3,4,5-trifluoro-2-hydroxyphenyl)acetic acid). Reaction SMILES: [F:1][C:2]1[C:3]([OH:13])=[C:4](C(=O)C)[CH:5]=[C:6]([F:9])[C:7]=1[F:8].N1CCOCC1.[S].Cl.[C:22]([OH:25])(=[O:24])[CH3:23]>O.C1(C)C=CC(S(O)(=O)=O)=CC=1>[F:1][C:2]1[C:3]([OH:13])=[C:4]([CH2:23][C:22]([OH:25])=[O:24])[CH:5]=[C:6]([F:9])[C:7]=1[F:8] |f:5.6,^3:19|. Procedure details: A mixture of 1-(3,4,5-trifluoro-2-hydroxyphenyl)ethanone (7.5 g), p-toluenesulfonic acid monohydrate (0.375 g), morpholine (10 mL) and sulfur (2.0 g) was stirred at 120° C. for 5 hr, and allowed to cool to room temperature, and hydrochloric acid (20 mL) and acetic acid (20 mL) were added to the reaction mixture. The reaction mixture was stirred at 100° C. for 3 hr, allowed to cool to room temperature, and extracted with ethyl acetate. The extract was washed with saturated brine, and dried over a...